From a dataset of the Open Reaction Database (ORD), a public repository of structured organic reaction records. describe an organic reaction: reactants, conditions, products, and yield Reactants: C1(=CC=CC=C1)C=1O[C@@H]([C@@H](N1)C1=CC=CC=C1)C(=O)OCC ((4S-cis)-4,5-dihydro-2,4-diphenyl-5-oxazolecarboxyiic acid, ethyl ester), C(C)O (Ethanol), O1CCCC1 (tetrahydrofuran), cis oxazoline ethyl ester, C(CCC)[Li] (n-Butyllithium), trans oxazoline ethyl ester. The solvent is O (water). Run at temperature 0 celsius, time 8 hour. Yields the product C1(=CC=CC=C1)C=1O[C@H]([C@@H](N1)C1=CC=CC=C1)C(=O)O ((4S-trans)-4,5-Dihydro-2,4-diphenyl-5-oxazolecarboxylic acid). RXN SMILES: C(O)C.O1CCCC1.C([Li])CCC.[C:14]1([C:20]2[O:21][C@H:22]([C:31]([O:33]CC)=[O:32])[C@H:23]([C:25]3[CH:30]=[CH:29][CH:28]=[CH:27][CH:26]=3)[N:24]=2)[CH:19]=[CH:18][CH:17]=[CH:16][CH:15]=1>O>[C:14]1([C:20]2[O:21][C@@H:22]([C:31]([OH:33])=[O:32])[C@H:23]([C:25]3[CH:26]=[CH:27][CH:28]=[CH:29][CH:30]=3)[N:24]=2)[CH:15]=[CH:16][CH:17]=[CH:18][CH:19]=1. Procedure details: Ethanol (0.1 ml) was mixed with tetrahydrofuran (1.0 ml), and the mixture cooled to -78° C. n-Butyllithium (n-BuLi) (2.12M, 0.050 ml) was added dropwise, and the mixture warmed to 0° C. Solid (4S-cis)-4,5-dihydro-2,4-diphenyl-5-oxazolecarboxyiic acid, ethyl ester having the structure: ##STR34## (20 mg, 0.0678 mmol) was added and the reaction was stirred for 1 hour (a small amount of water was present). A mixture of cis oxazoline ethyl ester starting material and the corresponding trans oxazoline... Reactants: COC(CCC(C1=CC=CC=C1)=O)=O (3-benzoylpropionic acid methyl ester), C(CO)O (ethylene glycol), C1(=CC=C(C=C1)S(=O)(=O)O)C (p-toluene-sulfonic acid). Solvent: C1=CC=CC=C1 (benzene). The product is COC(CCC1(C2=CC=CC=C2)OCCO1)=O (4,4-ethylenedioxy-4-phenylbutyric acid methyl ester). RXN SMILES: [CH3:1][O:2][C:3](=[O:14])[CH2:4][CH2:5][C:6](=[O:13])[C:7]1[CH:12]=[CH:11][CH:10]=[CH:9][CH:8]=1.[CH2:15](O)[CH2:16][OH:17].C1(C)C=CC(S(O)(=O)=O)=CC=1>C1C=CC=CC=1>[CH3:1][O:2][C:3](=[O:14])[CH2:4][CH2:5][C:6]1([O:17][CH2:16][CH2:15][O:13]1)[C:7]1[CH:8]=[CH:9][CH:10]=[CH:11][CH:12]=1. Reported procedure: To a solution of 2.0 g of 3-benzoylpropionic acid methyl ester in 50 ml of dry benzene were added 0.7 ml of ethylene glycol and 0.01 g of anhydrous-p-toluene-sulfonic acid and the mixture was heated under reflux for 17 hours while removing water formed during the reaction by using a molecular sieve. After cooling, the reaction mixture was washed with a saturated sodium chloride aqueous solution, and concentrated under reduced pressure. The residue was purified by silica gel flash column chromato...